Dataset: the Open Reaction Database (ORD), a public repository of structured organic reaction records. Task: describe an organic reaction: reactants, conditions, products, and yield Yields the product COc1ccc(COC(=O)ON=C(C#N)c2ccccc2)cc1. Reaction SMILES: [CH3:1][N:2]([CH3:3])[c:4]1[cH:5][cH:6][cH:7][cH:8][cH:9]1.[CH3:25][O:26][c:27]1[cH:28][cH:29][c:30]([CH2:31][OH:32])[cH:33][cH:34]1.[Cl:21][C:22](=[O:23])[Cl:24].[Cl:35][C:36](=[O:37])[O:38][N:39]=[C:40]([C:41]#[N:42])[c:43]1[cH:44][cH:45][cH:46][cH:47][cH:48]1.[OH:10][N:11]=[C:12]([c:13]1[cH:14][cH:15][cH:16][cH:17][cH:18]1)[C:19]#[N:20].[cH:49]1[cH:50][cH:51][cH:52][cH:53][cH:54]1.[cH:55]1[cH:56][cH:57][n:58][cH:59][cH:60]1>>[CH3:25][O:26][c:27]1[cH:28][cH:29][c:30]([CH2:31][O:32][C:36](=[O:37])[O:38][N:39]=[C:40]([C:41]#[N:42])[c:43]2[cH:44][cH:45][cH:46][cH:47][cH:48]2)[cH:33][cH:34]1. Starting materials: CN(C)c1ccccc1, COc1ccc(CO)cc1, O=C(Cl)Cl, N#CC(=NOC(=O)Cl)c1ccccc1, N#CC(=NO)c1ccccc1, c1ccccc1, c1ccncc1. Starting materials: ClCCl, COc1cccc(N=C=O)c1, NC1CCCCC1N1CCN(Cc2ccc(Cl)c(Cl)c2)CC1. Yields the product COc1cccc(NC(=O)NC2CCCCC2N2CCN(Cc3ccc(Cl)c(Cl)c3)CC2)c1. As a reaction SMILES: [CH2:34]([Cl:35])[Cl:36].[CH3:23][O:24][c:25]1[cH:26][c:27]([N:31]=[C:32]=[O:33])[cH:28][cH:29][cH:30]1.[Cl:1][c:2]1[cH:3][c:4]([CH2:5][N:6]2[CH2:7][CH2:8][N:9]([CH:12]3[CH:13]([NH2:18])[CH2:14][CH2:15][CH2:16][CH2:17]3)[CH2:10][CH2:11]2)[cH:19][cH:20][c:21]1[Cl:22]>>[Cl:1][c:2]1[cH:3][c:4]([CH2:5][N:6]2[CH2:7][CH2:8][N:9]([CH:12]3[CH:13]([NH:18][C:32]([NH:31][c:27]4[cH:26][c:25]([O:24][CH3:23])[cH:30][cH:29][cH:28]4)=[O:33])[CH2:14][CH2:15][CH2:16][CH2:17]3)[CH2:10][CH2:11]2)[cH:19][cH:20][c:21]1[Cl:22]. Starting materials: ClC1=CC=C(C=C1)C1=NC=2C(=NC=CC2)N1CC(=O)O (2-(4-chlorophenyl)-3H-imidazo[4,5-b]pyridine-3-acetic acid), C(=O)(N1C=NC=C1)N1C=NC=C1 (1,1'-carbonyldiimidazole), C(CC)NCCC (di-n-propylamine). Solvent: O1CCCC1 (tetrahydrofuran), O1CCCC1 (tetrahydrofuran). Run at time 2 hour. Yields the product ClC1=CC=C(C=C1)C1=NC=2C(=NC=CC2)N1CC(=O)N(CCC)CCC (2-(4-Chlorophenyl)-N,N-dipropyl-3H-imidazo[4,5-b]pyridine-3-acetamide). Reaction SMILES: [Cl:1][C:2]1[CH:7]=[CH:6][C:5]([C:8]2[N:16]([CH2:17][C:18]([OH:20])=O)[C:11]3=[N:12][CH:13]=[CH:14][CH:15]=[C:10]3[N:9]=2)=[CH:4][CH:3]=1.C(N1C=CN=C1)(N1C=CN=C1)=O.[CH2:33]([NH:36][CH2:37][CH2:38][CH3:39])[CH2:34][CH3:35]>O1CCCC1>[Cl:1][C:2]1[CH:3]=[CH:4][C:5]([C:8]2[N:16]([CH2:17][C:18]([N:36]([CH2:37][CH2:38][CH3:39])[CH2:33][CH2:34][CH3:35])=[O:20])[C:11]3=[N:12][CH:13]=[CH:14][CH:15]=[C:10]3[N:9]=2)=[CH:6][CH:7]=1. Procedure: A mixture of 2-(4-chlorophenyl)-3H-imidazo[4,5-b]pyridine-3-acetic acid (6.0 g, 0.021 mole) and 1,1'-carbonyldiimidazole (3.39 g, 0.021 mole) in 150 ml of tetrahydrofuran was stirred at room temperature for 2 hours with a stream of nitrogen bubbling through it. A solution of di-n-propylamine (1.94 g, 0.063 mole) in tetrahydrofuran was added dropwise at room temperature to the stirred solution and the reaction mixture was allowed to stir at room temperature overnight. The tetrahydrofuran was evap... Reactants: [H-].[Na+] (sodium hydride), BrCCCCCCNC1=C(C=C(C2=C1C(C=C(O2)C2=CC(=C(C=C2)N(C)C)F)=O)F)F (5-(6-Bromohexylamino)-6,8-difluoro-2-[4-(N,N-dimethylamino)-3-fluorophenyl]-4H-1-benzopyran-4-one), N1C=NC=C1 (imidazole), [H-].[Na+] (sodium hydride), [Cl-].[NH4+] (ammonium chloride). Run in O1CCCC1 (tetrahydrofuran). Run at time 1.5 hour. Yields the product FC=1C=C(C2=C(C(C=C(O2)C2=CC(=C(C=C2)N(C)C)F)=O)C1NCCCCCCN1C=NC=C1)F (6,8-Difluoro-2-[4-(N,N-dimethylamino)-3-fluorophenyl]-5-[6-(imidazol-1-yl)hexylamino]-4H-1-benzopyran-4-one). As a reaction SMILES: Br[CH2:2][CH2:3][CH2:4][CH2:5][CH2:6][CH2:7][NH:8][C:9]1[C:14]2[C:15](=[O:29])[CH:16]=[C:17]([C:19]3[CH:24]=[CH:23][C:22]([N:25]([CH3:27])[CH3:26])=[C:21]([F:28])[CH:20]=3)[O:18][C:13]=2[C:12]([F:30])=[CH:11][C:10]=1[F:31].[NH:32]1[CH:36]=[CH:35][N:34]=[CH:33]1.[H-].[Na+].[Cl-].[NH4+]>O1CCCC1>[F:31][C:10]1[CH:11]=[C:12]([F:30])[C:13]2[O:18][C:17]([C:19]3[CH:24]=[CH:23][C:22]([N:25]([CH3:27])[CH3:26])=[C:21]([F:28])[CH:20]=3)=[CH:16][C:15](=[O:29])[C:14]=2[C:9]=1[NH:8][CH2:7][CH2:6][CH2:5][CH2:4][CH2:3][CH2:2][N:32]1[CH:36]=[CH:35][N:34]=[CH:33]1 |f:2.3,4.5|. Reported procedure: 500 mg (1.01 mmol) of Compound 59 obtained in Example 59 was dissolved in 10 ml of tetrahydrofuran, 137 mg imidazole and 80 mg of sodium hydride (60% oil dispersion) were added and the mixture was heated at reflux for 2.3 hours. At 1.5 hours after the reaction was started, 40 mg of sodium hydride (60% oil disperison) was added. An aqueous solution of ammonium chloride was added to the reaction solution and the mixture was extracted with chloroform. The organic layer was washed with an aqueous sa... Reagents/catalysts: C(C)N(CC)CC (triethylamine). Reported procedure: Ten grams of 4-trifluoromethylthiophenol was dissolved in 15 ml of THF, and after adding 4.0 g of 95% acrolein under ice-cooling, 0.1 g of triethylamine was added while thoroughly stirring the reaction solution. After stirring for 1.5 hours under ice-cooling, the reaction solution was poured into water and extracted with ether. The ether layer was washed with water and dried over anhydrous magnesium sulfate. The solvent was removed under reduced pressure to obtain 13.1 g of 3-(4-trifluoromethylp... The solvent is C1CCOC1 (THF). Reactants: C(=O)C=C (acrolein), FC(C1=CC=C(C=C1)S)(F)F (4-trifluoromethylthiophenol), O (water). Product: FC(C1=CC=C(C=C1)SCCC=O)(F)F (3-(4-trifluoromethylphenylthio)propionaldehyde). Reaction SMILES: [F:1][C:2]([F:11])([F:10])[C:3]1[CH:8]=[CH:7][C:6]([SH:9])=[CH:5][CH:4]=1.[CH:12]([CH:14]=[CH2:15])=[O:13].O>C1COCC1.C(N(CC)CC)C>[F:11][C:2]([F:1])([F:10])[C:3]1[CH:4]=[CH:5][C:6]([S:9][CH2:15][CH2:14][CH:12]=[O:13])=[CH:7][CH:8]=1. The yield is 99.6%. The reactants are CC(C)(C)OC(=O)CCC1CC(O)C(=O)N1, CN(C)C=O, O=C(O)C(F)(F)F. As a reaction SMILES: [C:1]([CH3:2])([CH3:3])([CH3:4])[O:5][C:6]([CH2:7][CH2:8][CH:9]1[NH:10][C:11](=[O:15])[CH:12]([OH:14])[CH2:13]1)=[O:16].[CH3:24][N:25]([CH3:26])[CH:27]=[O:28].[OH:17][C:18]([C:19]([F:20])([F:21])[F:22])=[O:23]>>[O:5]=[C:6]([CH2:7][CH2:8][CH:9]1[NH:10][C:11](=[O:15])[CH:12]([OH:14])[CH2:13]1)[OH:16]. Product: O=C(O)CCC1CC(O)C(=O)N1. Reactants: N1C=NC=C1C1=C(N)C=CC=C1 (2-(1H-imidazol-5-yl)aniline), N1=CC=CC=C1 (pyridine), C(C)(=O)Cl (acetyl chloride). Run in ClCCl (dichloromethane). Conditions: time 16 hour. The product is N1C=NC(=C1)C1=C(C=CC=C1)NC(C)=O (N-(2-(1H-imidazol-4-yl)phenyl)acetamide). Isolated yield 44.2%. RXN SMILES: [NH:1]1[C:5]([C:6]2[CH:12]=[CH:11][CH:10]=[CH:9][C:7]=2[NH2:8])=[CH:4][N:3]=[CH:2]1.N1C=CC=CC=1.[C:19](Cl)(=[O:21])[CH3:20]>ClCCl>[NH:3]1[CH:4]=[C:5]([C:6]2[CH:12]=[CH:11][CH:10]=[CH:9][C:7]=2[NH:8][C:19](=[O:21])[CH3:20])[N:1]=[CH:2]1. Procedure: To a solution of 2-(1H-imidazol-5-yl)aniline (18 mg, 0.113 mmol) in dichloromethane (3 mL) was added pyridine (47 μL, 0.339 mmol) and acetyl chloride (19 μL, 0.271 mmol). The reaction was stirred at room temperature for 16 h. The solvent was removed under reduced pressure. The crude product was dissolved in methanol (4 mL) and refluxed for 2 h. The solution was concentrated and the residue was purified by flash column chromatography (silica gel, 5%-30% MeOH/DCM as eluent) to afford the desired p... Reactants: COC([C@@H](NC([C@@H](NC([C@H]1N(CCC1)C([C@H]1N(CCC1)C([C@@H](NC(=O)OC(C)(C)C)CC1=CNC2=CC=CC=C12)=O)=O)=O)CC1=CC=C(C=C1)OCC1=CC=CC=C1)=O)COCC1=CC=CC=C1)=O (Nα -t-Butoxycarbonyl-L-tryptophyl-L-prolyl-L-prolyl-O-benzyl-L-tyrosyl-O-benzyl-L-serine methyl ester), C(C)N (ethylamine). RXN SMILES: C[O:2][C:3](=O)[C@H:4]([CH2:60][O:61][CH2:62][C:63]1[CH:68]=[CH:67][CH:66]=[CH:65][CH:64]=1)[NH:5][C:6](=[O:59])[C@H:7]([CH2:44][C:45]1[CH:50]=[CH:49][C:48]([O:51][CH2:52][C:53]2[CH:58]=[CH:57][CH:56]=[CH:55][CH:54]=2)=[CH:47][CH:46]=1)[NH:8][C:9](=[O:43])[C@@H:10]1[CH2:14][CH2:13][CH2:12][N:11]1[C:15](=[O:42])[C@@H:16]1[CH2:20][CH2:19][CH2:18][N:17]1[C:21](=[O:41])[C@H:22]([CH2:31][C:32]1[C:40]2[C:35](=[CH:36][CH:37]=[CH:38][CH:39]=2)[NH:34][CH:33]=1)[NH:23][C:24]([O:26][C:27]([CH3:30])([CH3:29])[CH3:28])=[O:25].[CH2:70]([NH2:72])[CH3:71]>CO>[CH2:70]([NH:72][C:3](=[O:2])[C@H:4]([CH2:60][O:61][CH2:62][C:63]1[CH:68]=[CH:67][CH:66]=[CH:65][CH:64]=1)[NH:5][C:6](=[O:59])[C@H:7]([CH2:44][C:45]1[CH:46]=[CH:47][C:48]([O:51][CH2:52][C:53]2[CH:54]=[CH:55][CH:56]=[CH:57][CH:58]=2)=[CH:49][CH:50]=1)[NH:8][C:9](=[O:43])[C@@H:10]1[CH2:14][CH2:13][CH2:12][N:11]1[C:15](=[O:42])[C@@H:16]1[CH2:20][CH2:19][CH2:18][N:17]1[C:21](=[O:41])[C@H:22]([CH2:31][C:32]1[C:40]2[C:35](=[CH:36][CH:37]=[CH:38][CH:39]=2)[NH:34][CH:33]=1)[NH:23][C:24]([O:26][C:27]([CH3:30])([CH3:28])[CH3:29])=[O:25])[CH3:71]. Run in CO (methyl alcohol), CO (methanol). Product: C(C)NC([C@@H](NC([C@@H](NC([C@H]1N(CCC1)C([C@H]1N(CCC1)C([C@@H](NC(=O)OC(C)(C)C)CC1=CNC2=CC=CC=C12)=O)=O)=O)CC1=CC=C(C=C1)OCC1=CC=CC=C1)=O)COCC1=CC=CC=C1)=O (Nα -t-Butoxycarbonyl-L-tryptophyl-L-prolyl-L-prolyl-O-benzyl-L-tyrosyl-O-benzyl-L-serine-N-ethylamide). Procedure: Nα -t-Butoxycarbonyl-L-tryptophyl-L-prolyl-L-prolyl-O-benzyl-L-tyrosyl-O-benzyl-L-serine methyl ester, 1.0 g., is dissolved in 50 ml. of a mixture of methyl alcohol and ethylamine (50:50). The solution is let stand at room temperature for one day. After removal of the solvent, the crude product is purified by chromatography over silica gel in ethyl acetate-methanol (90:10) solution to give 0.6 g. of the above named product as a white glass [α]D23 -70° (c. 1.02 in methanol).